Dataset: the Open Reaction Database (ORD), a public repository of structured organic reaction records. Task: describe an organic reaction: reactants, conditions, products, and yield The reactants are ICC=1N=C(OC1C1=CC=CC=C1)C1=CC=C(C=C1)C (4-iodomethyl-5-phenyl-2-p-tolyloxazole), C/C(=N\O)/C(=O)C (diacetylmonoxime), C(C1=CC(=CC=C1)OC)=O (m-anisaldehyde). Product: ICC=1N=C(OC1C)C1=CC(=CC=C1)OC (4-iodomethyl-2-(3-methoxyphenyl)-5-methyloxazole). Reaction SMILES: [I:1][CH2:2][C:3]1[N:4]=[C:5]([C:14]2[CH:19]=[CH:18][C:17](C)=[CH:16][CH:15]=2)[O:6][C:7]=1[C:8]1C=CC=CC=1.C/C(/[C:25](C)=[O:26])=N\O.C(=O)C1C=CC=C(OC)C=1>>[I:1][CH2:2][C:3]1[N:4]=[C:5]([C:14]2[CH:19]=[CH:18][CH:17]=[C:16]([O:26][CH3:25])[CH:15]=2)[O:6][C:7]=1[CH3:8]. Procedure: Analogously to the building block synthesis of 4-iodomethyl-5-phenyl-2-p-tolyloxazole, diacetylmonoxime and m-anisaldehyde gave 4-iodomethyl-2-(3-methoxyphenyl)-5-methyloxazole. Reactants: C1(CC1)C(C#C)OC=1C=C(C(=O)OC)C=C(C1OC)OC (methyl (RS)-3-(1-cyclopropyl-prop-2-ynyloxy)-4,5-dimethoxy-benzoate). The solvent is C(C)N(C1=CC=CC=C1)CC (N,N-diethylaniline). Run at temperature 200 celsius, time 5 hour. The product is C1(CC1)C1OC=2C(C=C1)=C(C=C(C2OC)OC)C(=O)OC (Methyl (RS)-2-cyclopropyl-7,8-dimethoxy-2H-1 -benzopyran-5-carboxylate). Reaction SMILES: [CH:1]1([CH:4]([O:7][C:8]2[CH:9]=[C:10]([CH:15]=[C:16]([O:20][CH3:21])[C:17]=2[O:18][CH3:19])[C:11]([O:13][CH3:14])=[O:12])[C:5]#[CH:6])[CH2:3][CH2:2]1>C(N(CC)C1C=CC=CC=1)C>[CH:1]1([CH:4]2[CH:5]=[CH:6][C:9]3=[C:10]([C:11]([O:13][CH3:14])=[O:12])[CH:15]=[C:16]([O:20][CH3:21])[C:17]([O:18][CH3:19])=[C:8]3[O:7]2)[CH2:3][CH2:2]1. Procedure details: 33.5 g of methyl (RS)-3-(1-cyclopropyl-prop-2-ynyloxy)-4,5-dimethoxy-benzoate were dissolved in 330 ml of N,N-diethylaniline, heated to 200° C. under argon and stirred at 200° C. for a further 5 hrs. The solvent was distilled off at 90° C./1 mbar and the residue was extracted: 2×1.5 l of diethyl ether, 2×1.5 l of 1N HCl, 2×1.5 l of saturated NaCl. The oil obtained was purified by silica gel chromatography with toluene, then toluene/ethyl acetate 9:1. Crystallization was effected from diethyl eth... Reactants: Cl (Hydrochloric acid), BrC1=C(SC(=C1)C1=CC(=CC=C1)C(F)(F)F)C (3-bromo-2-methyl-5-[3-(trifluoromethyl)phenyl]thiophene), CN(C=O)C (N,N-dimethylformamide), C(CCC)[Li] (n-butyllithium). The solvent is O1CCCC1 (tetrahydrofuran). Run at temperature -78 celsius, time 1 hour. The product is CC=1SC(=CC1C=O)C1=CC(=CC=C1)C(F)(F)F (2-methyl-5-[3-(trifluoromethyl)phenyl]thiophene-3-carbaldehyde). RXN SMILES: Br[C:2]1[CH:6]=[C:5]([C:7]2[CH:12]=[CH:11][CH:10]=[C:9]([C:13]([F:16])([F:15])[F:14])[CH:8]=2)[S:4][C:3]=1[CH3:17].C([Li])CCC.CN(C)[CH:25]=[O:26].Cl>O1CCCC1>[CH3:17][C:3]1[S:4][C:5]([C:7]2[CH:12]=[CH:11][CH:10]=[C:9]([C:13]([F:16])([F:15])[F:14])[CH:8]=2)=[CH:6][C:2]=1[CH:25]=[O:26]. Procedure: The compound (0.83 g) obtained in Example 129a was dissolved in tetrahydrofuran (15 mL), cooled to −78° C., and n-butyllithium (2.5M hexane solution, 1.24 mL) was added. The mixture was stirred at the same temperature for 1 hr, N,N-dimethylformamide (1.0 mL) was added, the reaction mixture was warmed to room temperature and stirred for 1 hr. 1N Hydrochloric acid (20 mL) was added to the reaction mixture, and the mixture was extracted with ethyl acetate. The obtained organic layer was washed with... Starting materials: COCC(=O)Cl (Methoxyacetyl chloride), ClC=1C=C(C=CC1)N1C(OCC1N)=O (3-(3-chlorophenyl)-amino-oxazolidin-2-one), N1=CC=CC=C1 (pyridine). Solvent: C(Cl)Cl (CH2Cl2). Product: Cl.ClC=1C=C(C=CC1)NN (3-chloro-phenylhydrazine hydrochloride). Reaction SMILES: COCC([Cl:6])=O.[Cl:7][C:8]1[CH:9]=[C:10]([N:14]2C(N)COC2=O)[CH:11]=[CH:12][CH:13]=1.[N:21]1C=CC=CC=1>C(Cl)Cl>[ClH:6].[Cl:7][C:8]1[CH:9]=[C:10]([NH:14][NH2:21])[CH:11]=[CH:12][CH:13]=1 |f:4.5|. Procedure: Methoxyacetyl chloride (2.5 g) was added dropwise to a stirred solution of the intermediate prepared as described in point (B) (5 g) and pyridine (1.7 g) in CH2Cl2 (40 ml). Reactants: NC1CC2C(CN(C2)C(=O)OC(C)(C)C)C1 (tert-butyl 5-aminohexahydrocyclopenta[c]pyrrole-2(1H)-carboxylate), [N-]=[N+]=[N-].[Na+] (sodium azide), C(C)(=O)O (acetic acid). Reaction conditions: temperature 100 celsius. Yields the product N1(N=NN=C1)C1CC2C(CN(C2)C(=O)OC(C)(C)C)C1 (tert-butyl 5-(1H-tetrazol-1-yl)hexahydrocyclopenta[c]pyrrole-2(1H)-carboxylate). Yield: 55.0%. As a reaction SMILES: [NH2:1][CH:2]1[CH2:16][CH:5]2[CH2:6][N:7]([C:9]([O:11][C:12]([CH3:15])([CH3:14])[CH3:13])=[O:10])[CH2:8][CH:4]2[CH2:3]1.[N-:17]=[N+:18]=[N-:19].[Na+].[C:21](O)(=O)C>>[N:1]1([CH:2]2[CH2:16][CH:5]3[CH2:6][N:7]([C:9]([O:11][C:12]([CH3:13])([CH3:15])[CH3:14])=[O:10])[CH2:8][CH:4]3[CH2:3]2)[CH:21]=[N:19][N:18]=[N:17]1 |f:1.2|. Procedure: To a solution of tert-butyl 5-aminohexahydrocyclopenta[c]pyrrole-2(1H)-carboxylate (1.0 g, 4.4 mmol) and triethylorothoformate (4.4 mL, 26.4 mmol) in acetic acid (20 mL) was added sodium azide (1.7 g, 26.4 mmol) and the resulting mixture was set under inert atmosphere. The mixture was heated at 100° C. for 4 h and then cooled to RT at which time the volatiles were removed in vacuo. The residue was taken up in ethyl acetate (100 mL) and washed with aqueous sodium bicarbonate solution, followed by... Reactants: NCCC(C1=CC=C(C=C1)Cl)P(OCC)(=O)C(OCC)OCC (ethyl 3-amino-1-(4-chlorophenyl)propyl(diethoxymethyl)phosphinate). Solvent: Cl (hydrochloric acid). Product: NCCC(C1=CC=C(C=C1)Cl)P(O)O (3-amino-1-(4-chlorophenyl)propylphosphonous acid). As a reaction SMILES: [NH2:1][CH2:2][CH2:3][CH:4]([P:12](C(OCC)OCC)(=[O:16])[O:13]CC)[C:5]1[CH:10]=[CH:9][C:8]([Cl:11])=[CH:7][CH:6]=1>Cl>[NH2:1][CH2:2][CH2:3][CH:4]([P:12]([OH:16])[OH:13])[C:5]1[CH:10]=[CH:9][C:8]([Cl:11])=[CH:7][CH:6]=1. Procedure: A solution of 17.9 g of ethyl 3-amino-1-(4-chlorophenyl)propyl(diethoxymethyl)phosphinate in 200 ml of 36% aqueous hydrochloric acid is heated to reflux for a period of 6 hours. The reaction mixture is then allowed to cool to room temperature, concentrated under reduced pressure and co-evaporated twice with 50 ml of water under reduced pressure. The crude product is then dissolved in 50 ml of water, washed twice with 20 ml of diethyl ether and the aqueous layer is then separated and evaporated u... The reactants are C(C)(C)(C)OC(=O)N1CC(C1)OC1=CC=C(C=C1)NC=1SC(=C(N1)N)C(C1=CC(=CC=C1)F)=O (3-[4-[4-Amino-5-(3-fluoro-benzoyl)-thiazol-2-ylamino]-phenoxy]-azetidine-1-carboxylic Acid tert-Butyl Ester). Run in Cl (HCl), C(C)OCC (diethyl ether). Run at time 8 hour. Product: NC=1N=C(SC1C(=O)C1=CC(=CC=C1)F)NC1=CC=C(C=C1)OC1CNC1 ([4-Amino-2-[4-(azetidin-3-yloxy)-phenylamino]-thiazol-5-yl]-(3-fluoro-phenyl)-methanone). As a reaction SMILES: C(OC([N:8]1[CH2:11][CH:10]([O:12][C:13]2[CH:18]=[CH:17][C:16]([NH:19][C:20]3[S:21][C:22]([C:26](=[O:34])[C:27]4[CH:32]=[CH:31][CH:30]=[C:29]([F:33])[CH:28]=4)=[C:23]([NH2:25])[N:24]=3)=[CH:15][CH:14]=2)[CH2:9]1)=O)(C)(C)C>Cl.C(OCC)C>[NH2:25][C:23]1[N:24]=[C:20]([NH:19][C:16]2[CH:15]=[CH:14][C:13]([O:12][CH:10]3[CH2:9][NH:8][CH2:11]3)=[CH:18][CH:17]=2)[S:21][C:22]=1[C:26]([C:27]1[CH:32]=[CH:31][CH:30]=[C:29]([F:33])[CH:28]=1)=[O:34]. Procedure details: 3-[4-[4-Amino-5-(3-fluoro-benzoyl)-thiazol-2-ylamino]-phenoxy]-azetidin-1-carboxylic acid tert-butyl ester (from Example 116, 160 mg, 0.33 mmol) was suspended in 1N HCl in diethyl ether and the mixture was stirred at room temperature overnight. The solid was filtered and passed through a C18 column eluting with aqueous ammonia in acetonitrile. The mixture was concentrated and the solid was filtered and dried to give a yellow solid. 110 mg, 87%. MS (ES) MH+=385. Starting materials: S(=O)(=O)([O-])[O-].[Cu+2] (copper sulfate), Cu(phenanthroline)2SO4, N1=CC=CC2=CC=C3C=CC=NC3=C12 (phenanthroline), Cu(phenanthroline)2SO4, N1=CC=CC2=CC=C3C=CC=NC3=C12 (phenanthroline), O.N1=CC=CC2=CC=C3C=CC=NC3=C12 (1,10-phenanthroline hydrate), solution. Run in O (water). The product is S(=O)(=O)([O-])[O-].N1=CC=CC2=CC=C3C=CC=NC3=C12.N1=CC=CC2=CC=C3C=CC=NC3=C12.[Cu+2] (Copper Bis(1,10-phenanthroline) Sulfate). RXN SMILES: [S:1]([O-:5])([O-:4])(=[O:3])=[O:2].[Cu+2:6].O.[N:8]1[C:21]2[C:12](=[CH:13][CH:14]=[C:15]3[C:20]=2[N:19]=[CH:18][CH:17]=[CH:16]3)[CH:11]=[CH:10][CH:9]=1.[N:22]1[C:35]2[C:26](=[CH:27][CH:28]=[C:29]3[C:34]=2[N:33]=[CH:32][CH:31]=[CH:30]3)[CH:25]=[CH:24][CH:23]=1>O>[S:1]([O-:5])([O-:4])(=[O:3])=[O:2].[N:8]1[C:21]2[C:12](=[CH:13][CH:14]=[C:15]3[C:20]=2[N:19]=[CH:18][CH:17]=[CH:16]3)[CH:11]=[CH:10][CH:9]=1.[N:22]1[C:35]2[C:26](=[CH:27][CH:28]=[C:29]3[C:34]=2[N:33]=[CH:32][CH:31]=[CH:30]3)[CH:25]=[CH:24][CH:23]=1.[Cu+2:6] |f:0.1,2.3,6.7.8.9|. Procedure: The following describes the preparation of a 10 mM stock solution of Cu(phenanthroline)2SO4. To a 100 mL of distilled water, in an Erlenmeyer flask, was added 162 mg (1.0 mmol) of anhydrous copper sulfate (Aldrich Chemical Company, Inc., Milwaukee, Wis.). The solid immediately caked into pale blue chunks on the bottom of the Erlenmeyer flask. Upon swirling of the Erlenmeyer flask, these pale blue chunks slowly dissolved. To this solution was added 399 mg (2.0 mmol) of 1,10-phenanthroline hydrate... The reactants are N1=CC(=CC=C1)C1=NNC2=CC(=CC=C12)C=O (3-(pyridin-3-yl)-1H-indazole-6-carbaldehyde), powder, ( 100 ), O.CN(C1=NC=C(C=C1)B(O)O)C (2-(dimethylamino)pyridine-5-boronic acid hydrate). Product: CN(C1=CC=C(C=N1)C1=NNC2=CC(=CC=C12)C=O)C (3-(6-(dimethylamino)pyridin-3-yl)-1H-indazole-6-carbaldehyde). Reaction SMILES: [N:1]1[CH:6]=[CH:5][CH:4]=[C:3]([C:7]2[C:15]3[C:10](=[CH:11][C:12]([CH:16]=[O:17])=[CH:13][CH:14]=3)[NH:9][N:8]=2)[CH:2]=1.O.[CH3:19][N:20](C)[C:21]1C=CC(B(O)O)=CN=1>>[CH3:19][N:20]([CH3:21])[C:6]1[N:1]=[CH:2][C:3]([C:7]2[C:15]3[C:10](=[CH:11][C:12]([CH:16]=[O:17])=[CH:13][CH:14]=3)[NH:9][N:8]=2)=[CH:4][CH:5]=1 |f:1.2|. Procedure details: According to the procedure for the synthesis of 3-(pyridin-3-yl)-1H-indazole-6-carbaldehyde, except substituting 2-(dimethylamino)pyridine-5-boronic acid hydrate (41 mg, 0.22 mmol), the title compound was prepared as a yellow powder (14 mg, 29%). 1H NMR (400 MHz, d6-DMSO) δ ppm 10.13 (s, 1H), 8.72 (d, J=2.4 Hz, 1H), 8.17-8.16 (m, 2H), 8.09 (dd, J=8.4, 2.1 Hz, 1H), 7.62 (d, J=8.9 Hz, 1H), 6.79 (d, J=8.8 Hz, 1H), 3.09 (s, 6H); MS ESI 267.0 (100) [M+H]+, calcd for [C15H14N4O+H]+ 267.12. The reactants are C(C(=O)Cl)(=O)Cl (oxalyl chloride), S1C=C(C=C1)CC(=O)O (3-thiophene acetic acid), [OH-].[NH4+] (ammonium hydroxide). Run in C(Cl)Cl (DCM). Conditions: time 8 hour. Yields the product S1C=C(C=C1)CC(=O)N (2-(3-thienyl)acetamide). RXN SMILES: [S:1]1[CH:5]=[CH:4][C:3]([CH2:6][C:7]([OH:9])=O)=[CH:2]1.C(Cl)(=O)C(Cl)=O.[OH-].[NH4+:17]>C(Cl)Cl>[S:1]1[CH:5]=[CH:4][C:3]([CH2:6][C:7]([NH2:17])=[O:9])=[CH:2]1 |f:2.3|. Reported procedure: Commercially available 3-thiophene acetic acid (2.0 g, 14.07 mmol) was dissolved in DCM (45 mL) under nitrogen. Then oxalyl chloride (1.35 mL, 15.48 mmol) was added and the reaction was stirred overnight. Then ammonium hydroxide (30% as NH3 solution) (8.22 mL) was added dropwise with stirring. The reaction mixture was evaporated to provide 2-(3-thienyl)acetamide as a beige solid (3.2082 g). LCMS: (M+H)+=142.1.